Dataset: the Open Reaction Database (ORD), a public repository of structured organic reaction records. Task: describe an organic reaction: reactants, conditions, products, and yield Starting materials: N1C(OC(C2=C1C=CC=C2)=O)=O (1H-benzo[d][1,3]oxazine-2,4-dione), FC(C1=CC=C(N)C=C1)(F)F (4-trifluoromethyl-aniline). The solvent is C(C)(=O)OCC (ethyl acetate), CN(C)C=O (DMF). Conditions: temperature 115 celsius, time 16 hour. Product: NC1=C(C(=O)NC2=CC=C(C=C2)C(F)(F)F)C=CC=C1 (2-amino-N-(4-trifluoromethyl-phenyl)-benzamide). RXN SMILES: [NH:1]1[C:6]2[CH:7]=[CH:8][CH:9]=[CH:10][C:5]=2[C:4](=[O:11])OC1=O.[F:13][C:14]([F:23])([F:22])[C:15]1[CH:21]=[CH:20][C:18]([NH2:19])=[CH:17][CH:16]=1>CN(C=O)C.C(OCC)(=O)C>[NH2:1][C:6]1[CH:7]=[CH:8][CH:9]=[CH:10][C:5]=1[C:4]([NH:19][C:18]1[CH:20]=[CH:21][C:15]([C:14]([F:13])([F:22])[F:23])=[CH:16][CH:17]=1)=[O:11]. Procedure details: To a solution of 1H-benzo[d][1,3]oxazine-2,4-dione (1.63 g, 10.0 mmol) in anhydrous DMF (20 mL) was added 4-trifluoromethyl-aniline (1.61 g, 10.0 mmol) and the reaction mixture was stirred at 115° C. for 16 hours. It was then cooled to room temperature, diluted with ethyl acetate (150 mL), and the organic phase was washed with water (100 mL), 10% aq. NaOH solution (100 mL), water (150 mL), brine (150 mL), and dried over anhydrous Na2SO4. Solvent was evaporated and the crude compound was purified... The reactants are BrC1=C(CCC1)N1C2=C(C=3C=C(C=CC13)C)CN(CC2)C (5-(2-bromocyclopent-1-enyl)-2,8-dimethyl-2,3,4,5-tetrahydro-1H-pyrido[4,3-b]indole), S1C2=C(C=C1B(O)O)C=CC=C2 (benzo[b]thien-2-ylboronic acid), C([O-])([O-])=O.[K+].[K+] (potassium carbonate), O (water). The reagents and catalysts are C=1C=CC(=CC1)[P](C=2C=CC=CC2)(C=3C=CC=CC3)[Pd]([P](C=4C=CC=CC4)(C=5C=CC=CC5)C=6C=CC=CC6)([P](C=7C=CC=CC7)(C=8C=CC=CC8)C=9C=CC=CC9)[P](C=1C=CC=CC1)(C=1C=CC=CC1)C=1C=CC=CC1 (Pd(PPh3)4). Run in COCCOC (1,2-dimethoxyethane). Reaction conditions: temperature 90 celsius, time 45 minute. Yields the product S1C2=C(C=C1C1=C(CCC1)N1C3=C(C=4C=C(C=CC14)C)CN(CC3)C)C=CC=C2 (5-(2-(benzo[b]thiophen-2-yl)cyclopent-1-enyl)-2,8-dimethyl-2,3,4,5-tetrahydro-1H-pyrido[4,3-b]indole). As a reaction SMILES: Br[C:2]1[CH2:6][CH2:5][CH2:4][C:3]=1[N:7]1[C:15]2[CH:14]=[CH:13][C:12]([CH3:16])=[CH:11][C:10]=2[C:9]2[CH2:17][N:18]([CH3:21])[CH2:19][CH2:20][C:8]1=2.[S:22]1[C:26](B(O)O)=[CH:25][C:24]2[CH:30]=[CH:31][CH:32]=[CH:33][C:23]1=2.C(=O)([O-])[O-].[K+].[K+].O>COCCOC.C1C=CC([P]([Pd]([P](C2C=CC=CC=2)(C2C=CC=CC=2)C2C=CC=CC=2)([P](C2C=CC=CC=2)(C2C=CC=CC=2)C2C=CC=CC=2)[P](C2C=CC=CC=2)(C2C=CC=CC=2)C2C=CC=CC=2)(C2C=CC=CC=2)C2C=CC=CC=2)=CC=1>[S:22]1[C:26]([C:2]2[CH2:6][CH2:5][CH2:4][C:3]=2[N:7]2[C:15]3[CH:14]=[CH:13][C:12]([CH3:16])=[CH:11][C:10]=3[C:9]3[CH2:17][N:18]([CH3:21])[CH2:19][CH2:20][C:8]2=3)=[CH:25][C:24]2[CH:30]=[CH:31][CH:32]=[CH:33][C:23]1=2 |f:2.3.4,^1:50,52,71,90|. Procedure: A solution of 5-(2-bromocyclopent-1-enyl)-2,8-dimethyl-2,3,4,5-tetrahydro-1H-pyrido[4,3-b]indole (100 mg, 0.29 mmol), benzo[b]thien-2-ylboronic acid (103 mg, 0.578 mmol) and potassium carbonate (120 mg, 0.87 mmol) in 1,2-dimethoxyethane (4 mL)-water (2 mL) was purged with nitrogen followed by addition of Pd(PPh3)4 (16 mg, 0.0147 mmol). The reaction mixture was stirred at 90° C. for 45 min. The solvent was removed under reduced pressure, residue diluted with water (20 mL) and extracted with EtOAc...